This data is from the Open Reaction Database (ORD), a public repository of structured organic reaction records. The task is: describe an organic reaction: reactants, conditions, products, and yield Reactants: C1OC=2C=C(CCN)C=CC2OC1 (3,4-ethylenedioxyphenethylamine), ClC=1C2=C(N=C(N1)C1=NC=CC=C1)SC(=C2)[N+](=O)[O-] (4-chloro-2-(pyridin-2-yl)-6-nitro-thieno-[2,3-d]-pyrimidine). Yields the product N1=C(C=CC=C1)C=1N=C(C2=C(N1)SC(=C2)[N+](=O)[O-])NCCC2=CC1=C(C=C2)OCCO1 (2-(pyridin-2-yl)-4-(3,4-ethylenedioxyphenethylamino)-6-nitro-thieno-[2,3-d]-pyrimidine). As a reaction SMILES: [CH2:1]1[CH2:13][O:12][C:11]2[CH:10]=[CH:9][C:5]([CH2:6][CH2:7][NH2:8])=[CH:4][C:3]=2[O:2]1.Cl[C:15]1[C:16]2[CH:29]=[C:28]([N+:30]([O-:32])=[O:31])[S:27][C:17]=2[N:18]=[C:19]([C:21]2[CH:26]=[CH:25][CH:24]=[CH:23][N:22]=2)[N:20]=1>>[N:22]1[CH:23]=[CH:24][CH:25]=[CH:26][C:21]=1[C:19]1[N:20]=[C:15]([NH:8][CH2:7][CH2:6][C:5]2[CH:9]=[CH:10][C:11]3[O:12][CH2:13][CH2:1][O:2][C:3]=3[CH:4]=2)[C:16]2[CH:29]=[C:28]([N+:30]([O-:32])=[O:31])[S:27][C:17]=2[N:18]=1. Procedure: With the procedure of Example 1, the reaction of 3,4-ethylenedioxyphenethylamine with 4-chloro-2-(pyridin-2-yl)-6-nitro-thieno-[2,3-d]-pyrimidine yields 2-(pyridin-2-yl)-4-(3,4-ethylenedioxyphenethylamino)-6-nitro-thieno-[2,3-d]-pyrimidine.